This data is from the Open Reaction Database (ORD), a public repository of structured organic reaction records. The task is: describe an organic reaction: reactants, conditions, products, and yield Starting materials: C(C)C1CCCC(O1)O (6-ethyl-2-hydroxytetrahydropyran), 20.8, [Cl-].[NH4+] (ammonium chloride), C(=C)Cl (vinyl chloride), [Mg] (magnesium), C(C)Br (ethyl bromide), II (iodine). The reagents and catalysts are O1CCCC1 (tetrahydrofuran). Solvent: O1CCCC1 (tetrahydrofuran), O1CCCC1 (tetrahydrofuran). Reaction conditions: temperature 30 celsius, time 8 hour. Yields the product OC(C=C)CCCC(CC)O (3,7-dihydroxy-1-nonene). Reaction SMILES: [Mg].[CH2:2](Br)[CH3:3].II.C(Cl)=C.[CH2:10]([CH:12]1[O:17][CH:16]([OH:18])[CH2:15][CH2:14][CH2:13]1)[CH3:11].[Cl-].[NH4+]>O1CCCC1>[OH:17][CH:12]([CH2:13][CH2:14][CH2:15][CH:16]([OH:18])[CH2:2][CH3:3])[CH:10]=[CH2:11] |f:5.6|. Procedure details: To 7.6 grams of magnesium in 7 milliliters of anhydrous tetrahydrofuran containing a few drops of ethyl bromide and a few milligrams of iodine maintained at 45°-48°C. was added, over a 4-hour period, 120 milliliters of a 20.8 weight per cent solution of vinyl chloride in tetrahydrofuran. The resulting reaction mixture was cooled to 30°C. and a solution of 13 grams of 6-ethyl-2-hydroxytetrahydropyran in 40 milliliters of tetrahydrofuran was added. After standing overnight, there was added ice and...